Dataset: the Open Reaction Database (ORD), a public repository of structured organic reaction records. Task: describe an organic reaction: reactants, conditions, products, and yield Reactants: ClC1=C(C=CC(=C1)Cl)CC#N (2,4-dichlorophenylacetonitrile), N(=O)OCCC(C)C (isoamyl nitrite), C[O-].[Na+] (sodium methoxide). The solvent is CO (methanol). Run at time 18 hour. Yields the product ClC1=C(C=CC(=C1)Cl)C(C#N)=NO ((2,4-Dichlorophenyl)-hydroxyiminoacetonitrile). Isolated yield 90.1%. RXN SMILES: C[O-].[Na+].[Cl:4][C:5]1[CH:10]=[C:9]([Cl:11])[CH:8]=[CH:7][C:6]=1[CH2:12][C:13]#[N:14].[N:15](OCCC(C)C)=[O:16]>CO>[Cl:4][C:5]1[CH:10]=[C:9]([Cl:11])[CH:8]=[CH:7][C:6]=1[C:12](=[N:15][OH:16])[C:13]#[N:14] |f:0.1|. Procedure details: Under an ice cooling, sodium methoxide (2.70 g) was dissolved in methanol (100 ml), and 2,4-dichlorophenylacetonitrile (9.30 g, 50 mmol) and isoamyl nitrite (5.85 g) were added thereto. The mixture was stirred for 18 hours at a room temperature. The solvent was distilled off, and the residue was crystallized by adding diethyl ether (100 ml) to the residue. The resulting crystal was separated by filtration and azeotropically dried with benzene to give the title compound (9.68 g, 90%).